Dataset: the Open Reaction Database (ORD), a public repository of structured organic reaction records. Task: describe an organic reaction: reactants, conditions, products, and yield Reactants: BrC=1C(=CC2=C(C(=NC(O2)(C)C)C2=NC=CC=C2)C1)Cl (6-bromo-7-chloro-2,2-dimethyl-4-(2-pyridyl)-2H-1,3-benzoxazine), ClC1=CC(=CC=C1)C(=O)OO (m-chloroperbenzoic acid), S(=O)([O-])[O-].[Na+].[Na+] (sodium sulfite). The solvent is ClCCl (dichloromethane), O (water). Reaction conditions: time 5 hour. Product: BrC=1C(=CC2=C(C(=NC(O2)(C)C)C2=[N+](C=CC=C2)[O-])C1)Cl (2-(6-bromo-7-chloro-2,2-dimethyl-2H-1,3-benzoxazin-4-yl)pyridine 1-oxide). The yield is 25.8%. RXN SMILES: [Br:1][C:2]1[C:3]([Cl:20])=[CH:4][C:5]2[O:10][C:9]([CH3:12])([CH3:11])[N:8]=[C:7]([C:13]3[CH:18]=[CH:17][CH:16]=[CH:15][N:14]=3)[C:6]=2[CH:19]=1.ClC1C=CC=C(C(OO)=[O:29])C=1.S([O-])([O-])=O.[Na+].[Na+]>ClCCl.O>[Br:1][C:2]1[C:3]([Cl:20])=[CH:4][C:5]2[O:10][C:9]([CH3:12])([CH3:11])[N:8]=[C:7]([C:13]3[CH:18]=[CH:17][CH:16]=[CH:15][N+:14]=3[O-:29])[C:6]=2[CH:19]=1 |f:2.3.4|. Reported procedure: To a solution of Compound 88(10.0 g) in dichloromethane (130 ml) was added 70% m-chloroperbenzoic acid (20.0 g) at 0° C. and the mixture was stirred at 2° to 4° C. for 5 hours. A solution of sodium sulfite (32 g) in water (130 ml) was added slowly and stirred for 1 hour with ice-cooling. The organic layer was separated, washed successively with 5% aqueous sodium carbonate solution and saturated saline solution and dried over anhydrous magnesium sulfate. The solvent was distilled off and the resi... Reactants: NC1=CC=2C3=C(C(NC2C=C1)=O)NC=C3.Cl.C(C)C(=O)O (8-amino-4-oxo-4,5-dihydro-3H-pyrrolo[2,3-c]quinoline 1-ethyl carboxylate hydrochloride), C1(=CC=C(C=C1)S(=O)(=O)Cl)C (4-toluenesulfonyl chloride). Yields the product O=C1NC=2C=CC(=CC2C2=C1NC=C2)NS(=O)(=O)C2=CC=C(C=C2)C.C(C)C(=O)[O-] (4-oxo-8-(4-toluenesulfonylamino)-4,5-dihydro-3H-pyrrolo[2,3-c]quinoline 1-ethyl carboxylate). The yield is 27.0%. As a reaction SMILES: [NH2:1][C:2]1[CH:11]=[CH:10][C:9]2[NH:8][C:7](=[O:12])[C:6]3[NH:13][CH:14]=[CH:15][C:5]=3[C:4]=2[CH:3]=1.Cl.[CH2:17]([C:19]([OH:21])=[O:20])[CH3:18].[C:22]1([CH3:32])[CH:27]=[CH:26][C:25]([S:28](Cl)(=[O:30])=[O:29])=[CH:24][CH:23]=1>>[O:12]=[C:7]1[C:6]2[NH:13][CH:14]=[CH:15][C:5]=2[C:4]2[CH:3]=[C:2]([NH:1][S:28]([C:25]3[CH:26]=[CH:27][C:22]([CH3:32])=[CH:23][CH:24]=3)(=[O:30])=[O:29])[CH:11]=[CH:10][C:9]=2[NH:8]1.[CH2:17]([C:19]([O-:21])=[O:20])[CH3:18] |f:0.1.2,4.5|. Reported procedure: This compound is prepared according to synthesis 43, from 60 mg (0.20 mmol) of 8-amino-4-oxo-4,5-dihydro-3H-pyrrolo[2,3-c]quinoline-1-ethyl carboxylate hydrochloride (synthesis 64) and 41 mg (0.21 mmol) of 4-toluenesulfonyl chloride. After recrystallization from methanol, 23 mg (28%) of 4-oxo-8-(4-toluenesulfonylamino)-4,5-dihydro-3H-pyrrolo[2,3-c]quinoline-1-ethyl carboxylate is obtained in the form of a brown solid. The reactants are C([O-])([O-])=O.[Na+].[Na+] (Sodium carbonate), ClC1=CC=C(C=N1)C1(CC1)C(=O)OCC (ethyl 1-(6-chloropyridin-3-yl)cyclopropanecarboxylate), C1(=CC=CC=C1)B(O)O (Phenylboronic acid), C(C)(=O)OCC (Ethyl acetate). The reagents and catalysts are C=1C=CC(=CC1)[P](C=2C=CC=CC2)(C=3C=CC=CC3)[Pd]([P](C=4C=CC=CC4)(C=5C=CC=CC5)C=6C=CC=CC6)([P](C=7C=CC=CC7)(C=8C=CC=CC8)C=9C=CC=CC9)[P](C=1C=CC=CC1)(C=1C=CC=CC1)C=1C=CC=CC1 (tetrakis(triphenylphosphine)palladium(0)). Solvent: O (water), C1(=CC=CC=C1)C (toluene), C(C)O (ethanol). Yields the product C1(=CC=CC=C1)C1=CC=C(C=N1)C1(CC1)C(=O)OCC (ethyl 1-(6-phenylpyridin-3-yl)cyclopropanecarboxylate). As a reaction SMILES: C(=O)([O-])[O-].[Na+].[Na+].Cl[C:8]1[N:13]=[CH:12][C:11]([C:14]2([C:17]([O:19][CH2:20][CH3:21])=[O:18])[CH2:16][CH2:15]2)=[CH:10][CH:9]=1.[C:22]1(B(O)O)[CH:27]=[CH:26][CH:25]=[CH:24][CH:23]=1.C(OCC)(=O)C>O.C1(C)C=CC=CC=1.C(O)C.C1C=CC([P]([Pd]([P](C2C=CC=CC=2)(C2C=CC=CC=2)C2C=CC=CC=2)([P](C2C=CC=CC=2)(C2C=CC=CC=2)C2C=CC=CC=2)[P](C2C=CC=CC=2)(C2C=CC=CC=2)C2C=CC=CC=2)(C2C=CC=CC=2)C2C=CC=CC=2)=CC=1>[C:22]1([C:8]2[N:13]=[CH:12][C:11]([C:14]3([C:17]([O:19][CH2:20][CH3:21])=[O:18])[CH2:16][CH2:15]3)=[CH:10][CH:9]=2)[CH:27]=[CH:26][CH:25]=[CH:24][CH:23]=1 |f:0.1.2,^1:51,53,72,91|. Procedure details: Sodium carbonate (42.4 mg, 0.400 mmol) in water (0.20 mL) was added to a mixture of ethyl 1-(6-chloropyridin-3-yl)cyclopropanecarboxylate (45.1 mg, 0.200 mmol), Phenylboronic acid (24.4 mg, 0.200 mmol) and tetrakis(triphenylphosphine)palladium(0) (7.15 mg) in toluene (200.0 μL) and ethanol (100.0 μL). The resulting mixture was irradiated by microwave at 120° C. for 15 minutes. Ethyl acetate (5 mL) was then added to the mixture. The resulting mixture was washed with water followed by brine. The o... The solvent is NCCCO (3-amino-1-propanol). Starting materials: FC(C(F)F)(OC=1C=C(C=CC1)NC1=NC=CC(=N1)C1=CC(=NC=C1)Cl)F (N-[3-(1,1,2,2-tetrafluoro-ethoxy)-phenyl]-4-(2-chloro-4-pyridyl)-2-pyrimidineamine). Procedure details: 2 g (5.0 mmol)of N-[3-(1,1,2,2-tetrafluoro-ethoxy)-phenyl]-4-(2-chloro-4-pyridyl)-2-pyrimidineamine are stirred for 44 h at 100° in 30 ml of 3-amino-1-propanol. After concentration by evaporation and chromatography (methylene chloride:methanol:conc. ammonia solution=95:5:1), N-[3-(1,1,2,2-tetrafluoro-ethoxy)-phenyl]-4-[2-(3-hydroxy-propyl-amino)-4-pyridyl]-2-pyrimidineamine is obtained; m.p. 141°-145°, MS(FAB): 438 (M+ +H), Rf =0.28 (methylene chloride:methanol:conc. ammonia solution=95:5:1). As a reaction SMILES: [F:1][C:2]([F:27])([O:6][C:7]1[CH:8]=[C:9]([NH:13][C:14]2[N:19]=[C:18]([C:20]3[CH:25]=[CH:24][N:23]=[C:22](Cl)[CH:21]=3)[CH:17]=[CH:16][N:15]=2)[CH:10]=[CH:11][CH:12]=1)[CH:3]([F:5])[F:4]>NCCCO>[F:1][C:2]([F:27])([O:6][C:7]1[CH:8]=[C:9]([NH:13][C:14]2[N:19]=[C:18]([C:20]3[CH:25]=[CH:24][N:23]=[C:22]([NH:13][CH2:9][CH2:8][CH2:7][OH:6])[CH:21]=3)[CH:17]=[CH:16][N:15]=2)[CH:10]=[CH:11][CH:12]=1)[CH:3]([F:5])[F:4]. Product: FC(C(F)F)(OC=1C=C(C=CC1)NC1=NC=CC(=N1)C1=CC(=NC=C1)NCCCO)F (N-[3-(1,1,2,2-tetrafluoro-ethoxy)-phenyl]-4-[2-(3-hydroxy-propyl-amino)-4-pyridyl]-2-pyrimidineamine).